From a dataset of the Open Reaction Database (ORD), a public repository of structured organic reaction records. describe an organic reaction: reactants, conditions, products, and yield Reactants: COC(C(C(C)C)NC(CCC1=CC=C(C=C1)O)=O)=O (2-[3-(4-hydroxyphenyl)propionylamino]-3-methyl butyric acid methyl ester), [OH-].[Li+] (lithium hydroxide), Cl (hydrochloric acid). The solvent is O1CCCC1 (tetrahydrofuran). Reaction conditions: time 18 hour. Product: OC1=CC=C(C=C1)CCC(=O)NC(C(=O)O)C(C)C (2-[3-(4-hydroxyphenyl)propionylamino]-3-methyl butyric acid). Isolated yield 84.2%. RXN SMILES: C[O:2][C:3](=[O:20])[CH:4]([NH:8][C:9](=[O:19])[CH2:10][CH2:11][C:12]1[CH:17]=[CH:16][C:15]([OH:18])=[CH:14][CH:13]=1)[CH:5]([CH3:7])[CH3:6].[OH-].[Li+].Cl>O1CCCC1>[OH:18][C:15]1[CH:14]=[CH:13][C:12]([CH2:11][CH2:10][C:9]([NH:8][CH:4]([CH:5]([CH3:7])[CH3:6])[C:3]([OH:20])=[O:2])=[O:19])=[CH:17][CH:16]=1 |f:1.2|. Procedure details: 2-[3-(4-hydroxyphenyl)propionylamino]-3-methyl butyric acid methyl ester (200 mg), prepared in Example 9, was dissolved in tetrahydrofuran (10 mL) and treated with 2M lithium hydroxide (1 mL). The resulting mixture was stirred for 18 hours at room temperature. The reaction was neutralized with aqueous hydrochloric acid, extracted with ethylacetate (EtOAc) (100 mL), dried over magnesium sulfate, concentrated under reduced pressure and purified by silica gel column chromatography (column size: 25 ...